Dataset: the Open Reaction Database (ORD), a public repository of structured organic reaction records. Task: describe an organic reaction: reactants, conditions, products, and yield The reactants are CC(c1cccc(OCCCN)c1)N(C)C, O=C(O)CCCCC1CCSS1. Product: CC(c1cccc(OCCCNC(=O)CCCCC2CCSS2)c1)N(C)C. As a reaction SMILES: [CH3:1][N:2]([CH:3]([CH3:4])[c:5]1[cH:6][c:7]([O:8][CH2:9][CH2:10][CH2:11][NH2:12])[cH:13][cH:14][cH:15]1)[CH3:16].[OH:17][C:18](=[O:19])[CH2:20][CH2:21][CH2:22][CH2:23][CH:24]1[CH2:25][CH2:26][S:27][S:28]1>>[CH3:1][N:2]([CH:3]([CH3:4])[c:5]1[cH:6][c:7]([O:8][CH2:9][CH2:10][CH2:11][NH:12][C:18](=[O:17])[CH2:20][CH2:21][CH2:22][CH2:23][CH:24]2[CH2:25][CH2:26][S:27][S:28]2)[cH:13][cH:14][cH:15]1)[CH3:16]. Starting materials: CC1=C(C(=NO1)C1=CC=NC=C1)COC1=NC=C(C(=O)O)C=C1 (6-(5-methyl-3-pyridin-4-yl-isoxazol-4-ylmethoxy)-nicotinic acid), COC(C1=CN=C(C=C1)OCC=1C(=NOC1C)C1=CC(=CC=C1)F)=O (6-[3-(3-fluoro-phenyl)-5-methyl-isoxazol-4-ylmethoxy]-nicotinic acid methyl ester), FC(CN)(F)F (2,2,2-trifluoroethylamine). The product is CC1=C(C(=NO1)C1=CC=NC=C1)COC1=NC=C(C(=O)NCC(F)(F)F)C=C1 (6-(5-Methyl-3-pyridin-4-yl-isoxazol-4-ylmethoxy)-N-(2,2,2-trifluoro-ethyl)-nicotinamide). Yield: 14.0%. As a reaction SMILES: [CH3:1][C:2]1[O:6][N:5]=[C:4]([C:7]2[CH:12]=[CH:11][N:10]=[CH:9][CH:8]=2)[C:3]=1[CH2:13][O:14][C:15]1[CH:23]=[CH:22][C:18]([C:19]([OH:21])=O)=[CH:17][N:16]=1.COC(=O)C1C=CC(OCC2C(C3C=CC=C(F)C=3)=NOC=2C)=NC=1.[F:49][C:50]([F:54])([F:53])[CH2:51][NH2:52]>>[CH3:1][C:2]1[O:6][N:5]=[C:4]([C:7]2[CH:8]=[CH:9][N:10]=[CH:11][CH:12]=2)[C:3]=1[CH2:13][O:14][C:15]1[CH:23]=[CH:22][C:18]([C:19]([NH:52][CH2:51][C:50]([F:54])([F:53])[F:49])=[O:21])=[CH:17][N:16]=1. Procedure details: As described for example 92, 6-(5-methyl-3-pyridin-4-yl-isoxazol-4-ylmethoxy)-nicotinic acid (93 mg, 0.3 mmol), instead of 6-[3-(3-fluoro-phenyl)-5-methyl-isoxazol-4-ylmethoxy]-nicotinic acid methyl ester (103 mg, 0.3 mmol) was converted, using 2,2,2-trifluoroethylamine instead of cyclopropylamine, to the title compound (16 mg, 14%) which was obtained as a light brown solid. MS: m/e=393.3 [M+H]+. Reactants: C1(=CC=CC=C1)O (phenol), O=O (oxygen), C1(=CC=CC=C1)C(C)C (cumene), C([O-])([O-])=O.[Na+].[Na+] (sodium carbonate). The product is [O-]O.C1(=CC=CC=C1)C(C)C (cumene hydroperoxide). RXN SMILES: C1(O)C=CC=CC=1.[C:8]1([CH:14]([CH3:16])[CH3:15])[CH:13]=[CH:12][CH:11]=[CH:10][CH:9]=1.C(=O)([O-])[O-].[Na+].[Na+].[O:23]=[O:24]>>[O-:23][OH:24].[C:8]1([CH:14]([CH3:16])[CH3:15])[CH:13]=[CH:12][CH:11]=[CH:10][CH:9]=1 |f:2.3.4,6.7|. Procedure: Manufacture of phenol is a two-step process, first reacting cumene and sodium carbonate with oxygen in air to produce a cumene hydroperoxide. The crude hydroperoxide and a dilute acid are fed to a cleavage reactor, which produces phenol and an acetone by-product. The phenol is distilled and purified. Cumene from the first reactor is recycled back to the process. Reactants: O=C(Br)CBr, O=C([O-])O, ClCCl, Clc1cccc(OC2CCNCC2)c1, [Na+], O. The product is O=C(CBr)N1CCC(Oc2cccc(Cl)c2)CC1. RXN SMILES: [Br:6][CH2:7][C:8](=[O:9])[Br:10].[C:1](=[O:2])([OH:3])[O-:4].[CH2:26]([Cl:27])[Cl:28].[Cl:11][c:12]1[cH:13][c:14]([O:15][CH:16]2[CH2:17][CH2:18][NH:19][CH2:20][CH2:21]2)[cH:22][cH:23][cH:24]1.[Na+:5].[OH2:25]>>[Br:6][CH2:7][C:8](=[O:9])[N:19]1[CH2:18][CH2:17][CH:16]([O:15][c:14]2[cH:13][c:12]([Cl:11])[cH:24][cH:23][cH:22]2)[CH2:21][CH2:20]1.